This data is from the Open Reaction Database (ORD), a public repository of structured organic reaction records. The task is: describe an organic reaction: reactants, conditions, products, and yield Reactants: O=C(O)c1cc(C(F)(F)F)ccc1OCc1ccccc1, C(=NC1CCCCC1)=NC1CCCCC1, Nc1nnn[nH]1, c1ccncc1. Product: O=C(Nc1nnn[nH]1)c1cc(C(F)(F)F)ccc1OCc1ccccc1. Reaction SMILES: [CH2:16]([c:17]1[cH:18][cH:19][cH:20][cH:21][cH:22]1)[O:23][c:24]1[c:25]([C:26](=[O:27])[OH:28])[cH:29][c:30]([C:33]([F:34])([F:35])[F:36])[cH:31][cH:32]1.[CH:1]1([N:2]=[C:3]=[N:4][CH:5]2[CH2:6][CH2:7][CH2:8][CH2:9][CH2:10]2)[CH2:11][CH2:12][CH2:13][CH2:14][CH2:15]1.[NH2:37][c:38]1[n:39][n:40][n:41][nH:42]1.[cH:43]1[cH:44][cH:45][n:46][cH:47][cH:48]1>>[CH2:16]([c:17]1[cH:18][cH:19][cH:20][cH:21][cH:22]1)[O:23][c:24]1[c:25]([C:26](=[O:27])[NH:37][c:38]2[n:39][n:40][n:41][nH:42]2)[cH:29][c:30]([C:33]([F:34])([F:35])[F:36])[cH:31][cH:32]1. Starting materials: C, Cc1cc(Oc2ccc([N+](=O)[O-])cc2C(F)(F)F)n[nH]1, CCO, [H][H], [Pd]. Product: Cc1cc(Oc2ccc(N)cc2C(F)(F)F)n[nH]1. As a reaction SMILES: [C:26].[CH3:1][c:2]1[cH:3][c:4]([O:7][c:8]2[c:9]([C:17]([F:18])([F:19])[F:20])[cH:10][c:11]([N+:14]([O-:15])=[O:16])[cH:12][cH:13]2)[n:5][nH:6]1.[CH3:23][CH2:24][OH:25].[H:21][H:22].[Pd:27]>>[CH3:1][c:2]1[cH:3][c:4]([O:7][c:8]2[c:9]([C:17]([F:18])([F:19])[F:20])[cH:10][c:11]([NH2:14])[cH:12][cH:13]2)[n:5][nH:6]1. Reactants: BrCCBr (1,2-Dibromoethane), BrC1=CC=2N(N=C1OCC=1N(N=CN1)C)C(=NN2)C2=C(C=CC=C2)F (7-bromo-3-(2-fluorophenyl)-6-(2-methyl2H-1,2,4-triazol-3-ylmethoxy)-1,2,4-triazolo[4,3-b]pyridazine), O1C(=CC=C1)P(C=1OC=CC1)C=1OC=CC1 (tri-2-furylphosphine), C(C(C)(C)C)I (neopentyl iodide), organozinc. The reagents and catalysts are [Zn] (zinc), C=1C=CC(=CC1)/C=C/C(=O)/C=C/C2=CC=CC=C2.C=1C=CC(=CC1)/C=C/C(=O)/C=C/C2=CC=CC=C2.C=1C=CC(=CC1)/C=C/C(=O)/C=C/C2=CC=CC=C2.[Pd].[Pd] (tris(dibenzylideneacetone)dipalladium(0)). Run in CN(C)C=O (DMF), O (water), CN(C)C=O (DMF). Reaction conditions: time 5 minute. The product is CC(CC1=CC=2N(N=C1OCC=1N(N=CN1)C)C(=NN2)C2=C(C=CC=C2)F)(C)C (7-(2,2-dimethylpropyl)-3-(2-fluorophenyl)-6-(2-methyl-2H-1,2,4-triazol-3-ylmethoxy)-1,2,4-triazolo[4,3-b]pyridazine). Yield: 58.1%. Reaction SMILES: BrCCBr.[CH2:5](I)[C:6]([CH3:9])([CH3:8])[CH3:7].Br[C:12]1[C:17]([O:18][CH2:19][C:20]2[N:21]([CH3:25])[N:22]=[CH:23][N:24]=2)=[N:16][N:15]2[C:26]([C:29]3[CH:34]=[CH:33][CH:32]=[CH:31][C:30]=3[F:35])=[N:27][N:28]=[C:14]2[CH:13]=1.O1C=CC=C1P(C1OC=CC=1)C1OC=CC=1>CN(C=O)C.[Zn].C1C=CC(/C=C/C(/C=C/C2C=CC=CC=2)=O)=CC=1.C1C=CC(/C=C/C(/C=C/C2C=CC=CC=2)=O)=CC=1.C1C=CC(/C=C/C(/C=C/C2C=CC=CC=2)=O)=CC=1.[Pd].[Pd].O>[CH3:7][C:6]([CH3:9])([CH3:8])[CH2:5][C:12]1[C:17]([O:18][CH2:19][C:20]2[N:21]([CH3:25])[N:22]=[CH:23][N:24]=2)=[N:16][N:15]2[C:26]([C:29]3[CH:34]=[CH:33][CH:32]=[CH:31][C:30]=3[F:35])=[N:27][N:28]=[C:14]2[CH:13]=1 |f:6.7.8.9.10|. Procedure: 1,2-Dibromoethane (0.03 ml, 10 mol %) was added to a stirred suspension of acid washed zinc dust (0.45 g, 7.0 mmol) in anhydrous DMF (3 ml) at 50° C. under nitrogen. After 5 min, neopentyl iodide (1.0 ml, 7.5 mmol) was added. The mixture was stirred for 2.5 h to give a grey-green milky solution. A mixture of 7-bromo-3-(2-fluorophenyl)-6-(2-methyl2H-1,2,4-triazol-3-ylmethoxy)-1,2,4-triazolo[4,3-b]pyridazine (0.35 g, 0.866 mmol), tri-2-furylphosphine (0.08 g. 40 mol %) and tris(dibenzylideneaceton... Reactants: C(C1=CC=CC=C1)OC(=O)NCCC[C@H](NC(=O)OC(C)(C)C)C(=O)O ((S)-N5-(benzyloxycarbonyl)-N2-(tert-butyloxycarbonyl)-ornithine), C1(CCCCC1)S(=O)(=O)Cl (cyclohexanesulphonyl chloride), Cl.C(#N)[C@H]1NCCC1 ((S)-2-cyano-pyrrolidine hydrochloride). The product is Cl.N[C@@H](CCCNS(=O)(=O)C1CCCCC1)C(N1[C@@H](CCC1)C#N)=O (N-[(4S)-4-Amino-5-oxo-5((2S)-2-cyano-1-pyrrolidinyl)-pentyl]-cyclohexanesulphonamide Hydrochloride). RXN SMILES: C(OC([NH:11][CH2:12][CH2:13][CH2:14][C@@H:15]([C:24](O)=[O:25])[NH:16]C(OC(C)(C)C)=O)=O)C1C=CC=CC=1.[CH:27]1([S:33]([Cl:36])(=[O:35])=[O:34])[CH2:32][CH2:31][CH2:30][CH2:29][CH2:28]1.Cl.[C:38]([C@@H:40]1[CH2:44][CH2:43][CH2:42][NH:41]1)#[N:39]>>[ClH:36].[NH2:16][C@H:15]([C:24](=[O:25])[N:41]1[CH2:42][CH2:43][CH2:44][C@H:40]1[C:38]#[N:39])[CH2:14][CH2:13][CH2:12][NH:11][S:33]([CH:27]1[CH2:32][CH2:31][CH2:30][CH2:29][CH2:28]1)(=[O:35])=[O:34] |f:2.3,4.5|. Procedure: Starting from (S)-N5-(benzyloxycarbonyl)-N2-(tert-butyloxycarbonyl)-ornithine, cyclohexanesulphonyl chloride and (S)-2-cyano-pyrrolidine hydrochloride, the expected product is obtained according to the procedure described in Example 3. Reactants: C(Cl)Cl (methylene chloride), FC1=C(C(=C(C(=N1)F)F)F)F (pentafluoropyridine), CNC (dimethylamine), solution. Solvent: O (water). Conditions: time 30 minute. Yields the product CN(C1=C(C(=NC(=C1F)F)F)F)C (4-dimethylamino-2,3,5,6-tetrafluoropyridine). RXN SMILES: C(Cl)Cl.[F:4][C:5]1[N:10]=[C:9]([F:11])[C:8]([F:12])=[C:7](F)[C:6]=1[F:14].[CH3:15][NH:16][CH3:17]>O>[CH3:15][N:16]([CH3:17])[C:7]1[C:6]([F:14])=[C:5]([F:4])[N:10]=[C:9]([F:11])[C:8]=1[F:12]. Reported procedure: To methylene chloride (50 mL) cooled in an ice bath was added pentafluoropyridine (2.0 g, 11.8 mmol) and dimethylamine (2.97 mL of a 40% solution in water, 24 mmol). After stirring for 30 minutes the solution was washed with water, and dried over basic alumina. The solvent was removed in vacuo to give 4-dimethylamino-2,3,5,6-tetrafluoropyridine; NMR (CDCl3) 3.13 (m,6) ppm. Yields the product [N+](=O)([O-])C1=C(C=O)C=CC(=C1)N(C)C (2-nitro-4-dimethylaminobenzaldehyde). Conditions: temperature 80 celsius, time 6 hour. Yield: 66.0%. Reaction SMILES: P(Cl)(Cl)(Cl)=O.[N+:6]([C:9]1[CH:10]=[C:11]([CH:15]=[CH:16][CH:17]=1)[N:12]([CH3:14])[CH3:13])([O-:8])=[O:7].CN(C)[CH:20]=[O:21]>>[N+:6]([C:9]1[CH:10]=[C:11]([N:12]([CH3:13])[CH3:14])[CH:15]=[CH:16][C:17]=1[CH:20]=[O:21])([O-:8])=[O:7]. Starting materials: ice water, P(=O)(Cl)(Cl)Cl (phosphorus oxychloride), 498, [N+](=O)([O-])C=1C=C(N(C)C)C=CC1 (m-nitrodimethylaniline), CN(C=O)C (dimethylformamide). Procedure: 720 parts of phosphorus oxychloride is added at 25°C to a solution of 498 parts of m-nitrodimethylaniline in 1800 parts by volume of dimethylformamide. The mixture is then heated within 1 hour to 75° to 80°C and stirred at this temperature for six hours. After the solution has cooled it is poured into 6000 parts of ice-water. The precipitate is suction filtered, washed and recrystallized from acetone. 385 parts (66% of theory) of 2-nitro-4-dimethylaminobenzaldehyde having a melting point of 115°...